From a dataset of the Open Reaction Database (ORD), a public repository of structured organic reaction records. describe an organic reaction: reactants, conditions, products, and yield The reactants are CN1CCC(C(=O)Nc2cc(Cl)ccc2N(C)c2ccccc2)CC1, Cl. Product: CN1CCC(C2=Nc3cc(Cl)ccc3N(C)c3ccccc32)CC1. RXN SMILES: [Cl:1][c:2]1[cH:3][cH:4][c:5]([N:18]([c:19]2[cH:20][cH:21][cH:22][cH:23][cH:24]2)[CH3:25])[c:6]([NH:7][C:8]([CH:9]2[CH2:10][CH2:11][N:12]([CH3:15])[CH2:13][CH2:14]2)=[O:16])[cH:17]1.[ClH:26]>>[Cl:1][c:2]1[cH:3][cH:4][c:5]2[c:6]([cH:17]1)[N:7]=[C:8]([CH:9]1[CH2:10][CH2:11][N:12]([CH3:15])[CH2:13][CH2:14]1)[c:20]1[c:19]([cH:24][cH:23][cH:22][cH:21]1)[N:18]2[CH3:25]. Starting materials: C1(=CC=CC=C1)C=1N=C(SC1)CCCO (3-(4-phenylthiazol-2-yl)propan-1-ol), CS(=O)(=O)Cl (methanesulfonyl chloride). The solvent is N1=CC=CC=C1 (pyridine). Reaction conditions: time 1 hour. The product is CS(=O)(=O)OCCCC=1SC=C(N1)C1=CC=CC=C1 (3-(4-phenylthiazol-2-yl)propyl methanesulfonate). The yield is 73.9%. As a reaction SMILES: [C:1]1([C:7]2[N:8]=[C:9]([CH2:12][CH2:13][CH2:14][OH:15])[S:10][CH:11]=2)[CH:6]=[CH:5][CH:4]=[CH:3][CH:2]=1.[CH3:16][S:17](Cl)(=[O:19])=[O:18]>N1C=CC=CC=1>[CH3:16][S:17]([O:15][CH2:14][CH2:13][CH2:12][C:9]1[S:10][CH:11]=[C:7]([C:1]2[CH:2]=[CH:3][CH:4]=[CH:5][CH:6]=2)[N:8]=1)(=[O:19])=[O:18]. Reported procedure: A solution of 3-(4-phenylthiazol-2-yl)propan-1-ol (0.4 g, 1.82 mmol) in dry pyridine (8 mL) was cooled to 0° C. and methanesulfonyl chloride (0.43 mL, 5.47 mmol) was added dropwise. The reaction mixture was allowed to warm up to room temperature, stirred for 1 h, and quenched with ice water. The organic product was extracted with EtOAc and organic layer was washed with brine, dried over anhydrous Na2SO4, and concentrated under reduced pressure to afford 3-(4-phenylthiazol-2-yl)propyl methanesulf... The reactants are CCOC(=O)C=CC1CCC(C(C)(C)C)CC1, CCO. Product: CCOC(=O)CCC1CCC(C(C)(C)C)CC1. Reaction SMILES: [CH2:1]([CH3:2])[O:3][C:4]([CH:5]=[CH:6][CH:7]1[CH2:8][CH2:9][CH:10]([C:13]([CH3:14])([CH3:15])[CH3:16])[CH2:11][CH2:12]1)=[O:17].[CH3:18][CH2:19][OH:20]>>[CH2:1]([CH3:2])[O:3][C:4]([CH2:5][CH2:6][CH:7]1[CH2:8][CH2:9][CH:10]([C:13]([CH3:14])([CH3:15])[CH3:16])[CH2:11][CH2:12]1)=[O:17]. Reactants: C(CCC)[Li] (n-Butyl lithium), BrC=1OC=CC1Br (2,3-dibromofuran), N1C(=O)NC(=O)C(=O)C1=O (alloxan). Run in CCOCC (ether), O1CCCC1 (tetrahydrofuran). Run at temperature -20 celsius. Product: BrC1=C(OC=C1)C1C(NC(NC1=O)=O)=O (5-(3-bromo-2-furyl)-2,4,6(1H,3H,5H)pyrimidinetrione). Reaction SMILES: C([Li])CCC.Br[C:7]1[O:8][CH:9]=[CH:10][C:11]=1[Br:12].[NH:13]1[C:21](=[O:22])[C:19](=O)[C:17](=[O:18])[NH:16][C:14]1=[O:15]>CCOCC.O1CCCC1>[Br:12][C:11]1[CH:10]=[CH:9][O:8][C:7]=1[CH:19]1[C:17](=[O:18])[NH:16][C:14](=[O:15])[NH:13][C:21]1=[O:22]. Reported procedure: n-Butyl lithium is reacted with 2,3-dibromofuran in ether at -70° C. according to the procedure of Zaluski et al. [Bull. soc. chim. Fr., p. 1843 (1970)] and Sornay et al. [loc. cit., p. 990 (1971)]. The reaction mixture is warmed to -20° C. and an equivalent of anhydrous alloxan in tetrahydrofuran is added dropwise. Reaction is allowed to proceed to completion by warming to room temperature for 2 hours. The product, 5-(3-bromo-2-furyl)-2,4,6(1H,3H,5H)pyrimidinetrione is isolated according to the... The solvent is C(OCC)(OCC)OCC (triethyl orthoformate). Reaction conditions: time 2.5 day. Reported procedure: A solution of quinolin-3-ylamine (5.2 g, 36.1 mmol) and trifluoroacetic acid (catalytic) in triethyl orthoformate (30 mL) was heated at reflux for 6 hours. The solvent was evaporated in vacuo, and the residue was dissolved in ethanol (50 mL). Sodium borohydride tablets (2.5 g, 0.203 mol) was added to the solution, and the resultant mixture was stirred at room temperature for 2.5 days. The mixture was partitioned between water and dichloromethane. The organic layer was separated, washed with wate... Reactants: N1=CC(=CC2=CC=CC=C12)N (quinolin-3-ylamine), FC(C(=O)O)(F)F (trifluoroacetic acid). Reaction SMILES: [N:1]1[C:10]2[C:5](=[CH:6][CH:7]=[CH:8][CH:9]=2)[CH:4]=[C:3]([NH2:11])[CH:2]=1.F[C:13](F)(F)C(O)=O>C(OCC)(OCC)OCC>[CH3:13][NH:11][C:3]1[CH:2]=[N:1][C:10]2[C:5]([CH:4]=1)=[CH:6][CH:7]=[CH:8][CH:9]=2. Product: CNC=1C=NC2=CC=CC=C2C1 (Methyl-quinolin-3-yl-amine). The reactants are FC(C(=O)N([C@H]1[C@@H](C1)C1=CC=CC=C1)CC1CNCCO1)(F)F (2,2,2-trifluoro-N-(morpholin-2-ylmethyl)-N-((1R,2S)-2-phenylcyclopropyl)acetamide), C(=O)C1=CC=C(C(=O)OC)C=C1 (methyl 4-formylbenzoate), C(C)(=O)O[BH-](OC(C)=O)OC(C)=O.[Na+] (sodium triacetoxyborohydride), [OH-].[Na+] (sodium hydroxide). The solvent is ClCCCl (1,2-dichloroethane), CO (methanol). Run at time 18 hour. Product: C1(=CC=CC=C1)[C@H]1[C@@H](C1)NCC1OCCN(C1)CC1=CC=C(C(=O)O)C=C1 (4-((2-((((1R,2S)-2-phenylcyclopropyl)amino)methyl)morpholino)methyl)benzoic acid). Yield: 72.5%. RXN SMILES: FC(F)(F)C([N:5]([CH2:15][CH:16]1[O:21][CH2:20][CH2:19][NH:18][CH2:17]1)[C@@H:6]1[CH2:8][C@H:7]1[C:9]1[CH:14]=[CH:13][CH:12]=[CH:11][CH:10]=1)=O.[CH:24]([C:26]1[CH:35]=[CH:34][C:29]([C:30]([O:32]C)=[O:31])=[CH:28][CH:27]=1)=O.C(O[BH-](OC(=O)C)OC(=O)C)(=O)C.[Na+].[OH-].[Na+]>ClCCCl.CO>[C:9]1([C@@H:7]2[CH2:8][C@H:6]2[NH:5][CH2:15][CH:16]2[CH2:17][N:18]([CH2:24][C:26]3[CH:35]=[CH:34][C:29]([C:30]([OH:32])=[O:31])=[CH:28][CH:27]=3)[CH2:19][CH2:20][O:21]2)[CH:10]=[CH:11][CH:12]=[CH:13][CH:14]=1 |f:2.3,4.5|. Reported procedure: To a solution of 2,2,2-trifluoro-N-(morpholin-2-ylmethyl)-N-((1R,2S)-2-phenylcyclopropyl)acetamide (100 mg, 0.305 mmol) in 1,2-dichloroethane (DCE) (2 mL) were added methyl 4-formylbenzoate (60.0 mg, 0.365 mmol) and sodium triacetoxyborohydride (97 mg, 0.457 mmol), and the mixture was stirred at room temperature for 18 h. The reaction was then quenched with water (5 mL) and extracted with DCM (3×). The extract was dried (Na2SO4) and concentrated. The residue was dissolved into methanol (3.00 mL)... Starting materials: COc1ccccc1-c1cc(Cl)ncn1, CN(C)S(=O)(=O)Cc1cccc(N)c1. The product is COc1ccccc1-c1cc(Nc2cccc(CS(=O)(=O)N(C)C)c2)ncn1. Reaction SMILES: [Cl:15][c:16]1[n:17][cH:18][n:19][c:20](-[c:22]2[c:23]([O:28][CH3:29])[cH:24][cH:25][cH:26][cH:27]2)[cH:21]1.[NH2:1][c:2]1[cH:3][c:4]([CH2:8][S:9](=[O:10])(=[O:11])[N:12]([CH3:13])[CH3:14])[cH:5][cH:6][cH:7]1>>[NH:1]([c:2]1[cH:3][c:4]([CH2:8][S:9](=[O:10])(=[O:11])[N:12]([CH3:13])[CH3:14])[cH:5][cH:6][cH:7]1)[c:16]1[n:17][cH:18][n:19][c:20](-[c:22]2[c:23]([O:28][CH3:29])[cH:24][cH:25][cH:26][cH:27]2)[cH:21]1. Reactants: [H-].[Al+3].[Li+].[H-].[H-].[H-] (lithium aluminum hydride), C1(=CC=CC=C1)C=1SC=C(N1)CC(=O)OCC (ethyl 2-phenylthiazole-4-acetate), O (water). The solvent is O1CCCC1 (tetrahydrofuran), O1CCCC1 (tetrahydrofuran). Run at time 1 hour. Yields the product C1(=CC=CC=C1)C=1SC=C(N1)CCO (2-Phenyl-4-(β-hydroxyethyl)thiazole). Reaction SMILES: [C:1]1([C:7]2[S:8][CH:9]=[C:10]([CH2:12][C:13](OCC)=[O:14])[N:11]=2)[CH:6]=[CH:5][CH:4]=[CH:3][CH:2]=1.[H-].[Al+3].[Li+].[H-].[H-].[H-].O>O1CCCC1>[C:1]1([C:7]2[S:8][CH:9]=[C:10]([CH2:12][CH2:13][OH:14])[N:11]=2)[CH:2]=[CH:3][CH:4]=[CH:5][CH:6]=1 |f:1.2.3.4.5.6|. Procedure: Reduction of the latter ester to the title compound is effected as follows: The ester (159 g) is dissolved in dry tetrahydrofuran (250 ml) and added dropwise during 30 min to a stirred mixture of lithium aluminum hydride (50 g) in tetrahydrofuran. The mixture is stirred for one hour, cooled and water (150 ml) is slowly added. The mixture is dried over magnesium sulfate and evaporated to give the title compound as a yellow oil, γmaxCHCl3 3610, 3420 and 1520 cm- 1.